Task: describe an organic reaction: reactants, conditions, products, and yield. Dataset: the Open Reaction Database (ORD), a public repository of structured organic reaction records The reactants are CC(C)(C)c1ccc(CSc2oc3ccccc3c(=O)c2COC2CCCCO2)cc1, CC(=O)O, C1CCOC1, O. Yields the product CC(C)(C)c1ccc(CSc2oc3ccccc3c(=O)c2CO)cc1. As a reaction SMILES: [C:1]([CH3:2])([CH3:3])([CH3:4])[c:5]1[cH:6][cH:7][c:8]([CH2:9][S:10][c:11]2[o:12][c:13]3[cH:14][cH:15][cH:16][cH:17][c:18]3[c:19](=[O:29])[c:20]2[CH2:21][O:22][CH:23]2[CH2:24][CH2:25][CH2:26][CH2:27][O:28]2)[cH:30][cH:31]1.[CH3:32][C:33](=[O:34])[OH:35].[O:37]1[CH2:38][CH2:39][CH2:40][CH2:41]1.[OH2:36]>>[C:1]([CH3:2])([CH3:3])([CH3:4])[c:5]1[cH:6][cH:7][c:8]([CH2:9][S:10][c:11]2[o:12][c:13]3[cH:14][cH:15][cH:16][cH:17][c:18]3[c:19](=[O:29])[c:20]2[CH2:21][OH:22])[cH:30][cH:31]1. The reactants are [BH3-]C#N, C1CCOC1, Cc1cccc(CCN)c1, CO, [Na+], NC(=O)c1ccc(Oc2ccc3c(c2)CCC3=O)nc1. Yields the product Cc1cccc(CCNC2CCc3cc(Oc4ccc(C(N)=O)cn4)ccc32)c1. Reaction SMILES: [C:36]([BH3-:37])#[N:38].[CH2:31]1[O:32][CH2:33][CH2:34][CH2:35]1.[CH3:21][c:22]1[cH:23][c:24]([CH2:28][CH2:29][NH2:30])[cH:25][cH:26][cH:27]1.[CH3:40][OH:41].[Na+:39].[O:1]=[C:2]1[CH2:3][CH2:4][c:5]2[cH:6][c:7]([O:11][c:12]3[n:13][cH:14][c:15]([C:16](=[O:17])[NH2:18])[cH:19][cH:20]3)[cH:8][cH:9][c:10]21>>[CH:2]1([NH:30][CH2:29][CH2:28][c:24]2[cH:23][c:22]([CH3:21])[cH:27][cH:26][cH:25]2)[CH2:3][CH2:4][c:5]2[cH:6][c:7]([O:11][c:12]3[n:13][cH:14][c:15]([C:16](=[O:17])[NH2:18])[cH:19][cH:20]3)[cH:8][cH:9][c:10]21. The reactants are CN (N-Methylamine), IC1=CN(C2=CC=C(C=C12)C1=NOC(=N1)C(Cl)(Cl)Cl)S(=O)(=O)C1=CC=C(C)C=C1 (3-(3-iodo-1-tosyl-1H-indol-5-yl)-5-(trichloromethyl)-1,2,4-oxadiazole). Solvent: O (water). Reaction conditions: temperature 90 celsius. Product: IC1=CN(C2=CC=C(C=C12)C1=NOC(=N1)NC)S(=O)(=O)C1=CC=C(C)C=C1 (3-(3-iodo-1-tosyl-1H-indol-5-yl)-N-methyl-1,2,4-oxadiazol-5-amine). Yield: 94.3%. RXN SMILES: [CH3:1][NH2:2].[I:3][C:4]1[C:12]2[C:7](=[CH:8][CH:9]=[C:10]([C:13]3[N:17]=[C:16](C(Cl)(Cl)Cl)[O:15][N:14]=3)[CH:11]=2)[N:6]([S:22]([C:25]2[CH:31]=[CH:30][C:28]([CH3:29])=[CH:27][CH:26]=2)(=[O:24])=[O:23])[CH:5]=1>O>[I:3][C:4]1[C:12]2[C:7](=[CH:8][CH:9]=[C:10]([C:13]3[N:17]=[C:16]([NH:2][CH3:1])[O:15][N:14]=3)[CH:11]=2)[N:6]([S:22]([C:25]2[CH:31]=[CH:30][C:28]([CH3:29])=[CH:27][CH:26]=2)(=[O:23])=[O:24])[CH:5]=1. Procedure details: N-Methylamine (1M in THF) (5 mL) was added to a sealed tube equipped with magnetic stir bar followed by the addition of 3-(3-iodo-1-tosyl-1H-indol-5-yl)-5-(trichloromethyl)-1,2,4-oxadiazole (250 mg, 0.43 mmol). The tube was sealed and heated at 90° C. in oil bath for 12 h. After completion of the reaction, it was cooled to RT. The mixture was treated with water and extracted with EtOAc (2×20 mL). The organic layer was dried over anhydrous Na2SO4, and concentrated in vacuo. The residue was purifi... Starting materials: Cl (hydrogen chloride), C([C@@H]([C@H]([C@@H](C(=O)C(=O)O)O)O)O)O (2-keto-L-gulonic acid), C1(=CC=CC=C1)C (toluene), Cl (hydrochloric acid). The reagents and catalysts are [Cl-].C[N+](CCCCCCCCCCCCCCCC)(C)C (trimethylcetylammonium chloride). The solvent is CC(=O)C (acetone), CC(=O)C (acetone). Reaction conditions: temperature 60 celsius, time 1 hour. Yields the product O=C1C(O)=C(O)[C@H](O1)[C@@H](O)CO (L-ascorbic acid). As a reaction SMILES: [CH2:1]([OH:13])[C@H:2]([OH:12])[C@@H:3](O)[C@H:4]([OH:10])[C:5]([C:7]([OH:9])=[O:8])=[O:6].C1(C)C=CC=CC=1.Cl>[Cl-].C[N+](C)(C)CCCCCCCCCCCCCCCC.CC(C)=O>[O:8]=[C:7]1[O:9][C@H:3]([C@H:2]([CH2:1][OH:13])[OH:12])[C:4]([OH:10])=[C:5]1[OH:6] |f:3.4|. Procedure: A mixture of 2-keto-L-gulonic acid (250 g, content: 89.6%, water: 8.6%) and trimethylcetylammonium chloride (0.275 g) was stirred in a mixed solvent of toluene (960 ml) and acetone (24 ml), and 35% conc. hydrochloric acid (30.0 g) was added. This mixture was stirred at 60° C. for 1 hour, a solution of hydrogen chloride gas (30.0 g) in acetone (116 g) was added, and the mixture was stirred at the same temperature for 5 hours. Then, about 1200 g of the solvent was distilled away under reduced pres... Starting materials: Cl (hydrochloric acid), [OH-].[Na+] (sodium hydroxide), ClP(=O)(Cl)NC=1SC=C(N1)C(C(=O)Cl)=CC1=C(C=CC=C1Cl)Cl (2-(2-Dichlorophosphorylaminothiazol-4-yl)-3-(2,6-dichlorophenyl)-propenoic acid chloride), CC1([C@@H](N2[C@H](S1)[C@@H](C2=O)N)C(=O)O)C (6-aminopenicillanic acid), O1CCCC1 (tetrahydrofuran), O1CCCC1 (tetrahydrofuran). The solvent is C(C)N(CC)CC (triethylamine), C(C)N(CC)CC (triethylamine), C(C)N(CC)CC (triethylamine). Conditions: time 30 minute. The product is OP(=O)(O)NC=1SC=C(N1)/C(/C(=O)NC1[C@@H]2N(C(CS2)C(=O)O)C1=O)=C/C1=C(C=CC=C1Cl)Cl (Z-6-[2-(2-Dihydroxyphosphorylaminothiazol-4-yl)-2-(2,6-dichlorobenzylidene)-acetamido]-penam-3-carboxylic acid). RXN SMILES: C[C:2]1(C)[S:6][C@@H:5]2[C@H:7]([NH2:10])[C:8](=[O:9])[N:4]2[C@H:3]1[C:11]([OH:13])=[O:12].Cl[P:16]([NH:19][C:20]1[S:21][CH:22]=[C:23]([C:25](=[CH:29][C:30]2[C:35]([Cl:36])=[CH:34][CH:33]=[CH:32][C:31]=2Cl)[C:26](Cl)=[O:27])[N:24]=1)(Cl)=[O:17].[ClH:38].[OH-:39].[Na+].[O:41]1CCCC1>C(N(CC)CC)C>[OH:39][P:16]([NH:19][C:20]1[S:21][CH:22]=[C:23](/[C:25](=[CH:29]/[C:30]2[C:31]([Cl:38])=[CH:32][CH:33]=[CH:34][C:35]=2[Cl:36])/[C:26]([NH:10][CH:7]2[C:8](=[O:9])[N:4]3[CH:3]([C:11]([OH:13])=[O:12])[CH2:2][S:6][C@H:5]23)=[O:27])[N:24]=1)([OH:17])=[O:41] |f:3.4|. Reported procedure: 3 g of 6-aminopenicillanic acid were dissolved in 100 ml of 80 percent strength aqueous tetrahydrofuran with one equivalent of triethylamine. The solution was cooled to 0° and 5 g of the product from Example 40 were introduced, during which the pH of the solution was kept at 7.5 by addition of triethylamine. The mixture was subsequently stirred for 30 minutes and the tetrahydrofuran was then stripped off and the aqueous solution was adjusted to pH 1.8 with 2 N hydrochloric acid. The solution was... The reactants are N1N=CC(=C1)C1=CC2=C(C=3N=C(SC3CCO2)C(=O)O)C=C1 (8-(1H-Pyrazol-4-yl)-4,5-dihydro-6-oxa-3-thia-1-aza-benzo[e]azulene-2-carboxylic acid), N1=C(C=CC=C1)N1CCNCCC1 (1-(pyridin-2-yl)-1,4-diazepane). The product is N1N=CC(=C1)C1=CC2=C(C=3N=C(SC3CCO2)C(=O)N2CCN(CCC2)C2=NC=CC=C2)C=C1 ([8-(1H-Pyrazol-4-yl)-4,5-dihydro-6-oxa-3-thia-1-aza-benzo[e]azulen-2-yl]-(4-pyridin-2-yl-[1,4]diazepan-1-yl)-methanone). Reaction SMILES: [NH:1]1[CH:5]=[C:4]([C:6]2[CH:22]=[CH:21][C:9]3[C:10]4[N:11]=[C:12]([C:18]([OH:20])=O)[S:13][C:14]=4[CH2:15][CH2:16][O:17][C:8]=3[CH:7]=2)[CH:3]=[N:2]1.[N:23]1[CH:28]=[CH:27][CH:26]=[CH:25][C:24]=1[N:29]1[CH2:35][CH2:34][CH2:33][NH:32][CH2:31][CH2:30]1>>[NH:2]1[CH:3]=[C:4]([C:6]2[CH:22]=[CH:21][C:9]3[C:10]4[N:11]=[C:12]([C:18]([N:32]5[CH2:33][CH2:34][CH2:35][N:29]([C:24]6[CH:25]=[CH:26][CH:27]=[CH:28][N:23]=6)[CH2:30][CH2:31]5)=[O:20])[S:13][C:14]=4[CH2:15][CH2:16][O:17][C:8]=3[CH:7]=2)[CH:5]=[N:1]1. Reported procedure: Following Example 216, to a well stirred solution of 8-(1H-Pyrazol-4-yl)-4,5-dihydro-6-oxa-3-thia-1-aza-benzo[e]azulene-2-carboxylic acid and 1-(pyridin-2-yl)-1,4-diazepane to give 227. MS: (ESI+)=473.1 The reactants are BrCc1ccccc1, CN1C(=O)CNC(=O)C12CC2, [H-], [Na+], CN(C)C=O, O. Product: CN1C(=O)CN(Cc2ccccc2)C(=O)C12CC2. As a reaction SMILES: [Br:14][CH2:15][c:16]1[cH:17][cH:18][cH:19][cH:20][cH:21]1.[CH3:3][N:4]1[C:5]2([CH2:6][CH2:7]2)[C:8](=[O:13])[NH:9][CH2:10][C:11]1=[O:12].[H-:1].[Na+:2].[O:22]=[CH:23][N:24]([CH3:25])[CH3:26].[OH2:27]>>[CH3:3][N:4]1[C:5]2([CH2:6][CH2:7]2)[C:8](=[O:13])[N:9]([CH2:15][c:16]2[cH:17][cH:18][cH:19][cH:20][cH:21]2)[CH2:10][C:11]1=[O:12]. Reactants: C(C1=CC(O)=C(O)C(O)=C1)(=O)O (Gallic acid), C(C)(=O)OC(C)=O (acetic anhydride), C(C)(=O)Cl (acetic chloride), [OH-].[Na+] (NaOH), C(=O)([O-])[O-].[Na+].[Na+] (Na2CO3), N1=CC=CC=C1 (pyridine). Yields the product C(C)(=O)OC=1C=C(C(=O)O)C=C(C1OC(C)=O)OC(C)=O (3,4,5-triacetoxybenzoic acid). As a reaction SMILES: [C:1]([OH:12])(=[O:11])[C:2]1[CH:10]=[C:8]([OH:9])[C:6]([OH:7])=[C:4]([OH:5])[CH:3]=1.C(O[C:17](=[O:19])[CH3:18])(=O)C.[C:20](Cl)(=[O:22])[CH3:21].[OH-].[Na+].[C:26]([O-:29])([O-])=O.[Na+].[Na+].N1C=CC=C[CH:33]=1>>[C:20]([O:5][C:4]1[CH:3]=[C:2]([CH:10]=[C:8]([O:9][C:17](=[O:19])[CH3:18])[C:6]=1[O:7][C:26](=[O:29])[CH3:33])[C:1]([OH:12])=[O:11])(=[O:22])[CH3:21] |f:3.4,5.6.7|. Procedure: Gallic acid is reacted with acetic anhydride or acetic chloride in the presence of bases, such as NaOH (J. Chem. Soc., 2495 (1931)), Na2CO3, or pyridine, to form 3,4,5-triacetoxybenzoic acid, which is then treated with thionyl chloride or phosphorus trichloride to form the corresponding acid chloride. This 3,4,5-triacetoxybenzoic acid chloride is reacted with a suitable amine compound in the presence of bases, such as pyridine and triethylamine, and thereafter, treated with sodium acetate, sodiu... Starting materials: C(CO)(=O)O (glycolic acid), C(CN)N (ethylenediamine), C(CC)(=O)O (propionic acid), flavin mononucleotide, C(CO)(=O)[O-] (glycolate), solution. Solvent: C(=O)O (formic acid). Conditions: time 20 hour. The product is C(C=O)(=O)O (glyoxylic acid), C(C(=O)O)(=O)O (oxalic acid). Reaction SMILES: [C:1]([OH:5])(=[O:4])[CH2:2][OH:3].C(N)CN.C(O)(=[O:13])CC.[C:15]([O-:19])(=[O:18])[CH2:16][OH:17]>C(O)=O>[C:1]([OH:5])(=[O:4])[CH:2]=[O:3].[C:16]([OH:13])(=[O:17])[C:15]([OH:19])=[O:18]. Procedure details: The reaction in Example 4 was repeated using 10 mL of a solution containing glycolic acid (0.75M), ethylenediamine (0.86M), propionic acid (0.075M, HPLC internal standard), flavin mononucleotide (0.2 mM), 2.5 IU of spinach glycolate oxidase immobilized on Eupergit C, and 14,000 IU of Aspergillus niger catalase immobilized on Eupergit C (the two enzymes were not co-immobilized on the same support). After 20 hours, the yields of glyoxylic acid, oxalic acid, and formic acid were 99%, 0.2%, and 0.5%...